The task is: describe an organic reaction: reactants, conditions, products, and yield. This data is from the Open Reaction Database (ORD), a public repository of structured organic reaction records. Starting materials: solid, ClC1=CC(=C(C=C1)C1=NC2=C(N1CC1=CC=C(C=C1)CCC(=O)O)C=C(C(=C2)F)F)OCC2CCCC2 (3-{4-[2-(4-Chloro-2-cyclopentylmethoxy-phenyl)-5,6-difluoro-benzoimidazol-1-ylmethyl]-phenyl}-propionic acid), ClC1=CC(=C(C=C1)C1=NC2=C(N1CC=1C=C(C(=O)O)C=CC1)C=C(C(=C2)F)F)OCC2CCCC2 (3-[2-(4-Chloro-2-cyclopentylmethoxy-phenyl)-5,6-difluoro-benzoimidazol-1-ylmethyl]-benzoic acid), ClC1=CC(=C(C=C1)C1=NC2=C(N1CC=1C=C(C(=O)O)C=CC1)C=C(C(=C2)F)F)OCC2CCCC2 (3-[2-(4-Chloro-2-cyclopentylmethoxy-phenyl)-5,6-difluoro-benzoimidazol-1-ylmethyl]-benzoic acid), BrCC1=C(C=C(C#N)C=C1)F (4-bromomethyl-3-fluoro-benzonitrile). Product: ClC1=CC(=C(C=C1)C1=NC2=C(N1CC1=C(C=C(C#N)C=C1)F)C=C(C(=C2)F)F)OC (4-[2-(4-Chloro-2-methoxy-phenyl)-5,6-difluoro-benzoimidazol-1-ylmethyl]-3-fluoro-benzonitrile). As a reaction SMILES: [Cl:1][C:2]1[CH:7]=[CH:6][C:5]([C:8]2[N:12](CC3C=CC(CCC(O)=O)=CC=3)[C:11]3[CH:25]=[C:26]([F:30])[C:27]([F:29])=[CH:28][C:10]=3[N:9]=2)=[C:4]([O:31][CH2:32]C2CCCC2)[CH:3]=1.ClC1C=CC(C2N(CC3C=C(C=CC=3)C(O)=O)C3C=C(F)C(F)=CC=3N=2)=C(OCC2CCCC2)C=1.Br[CH2:74][C:75]1[CH:82]=[CH:81][C:78]([C:79]#[N:80])=[CH:77][C:76]=1[F:83]>>[Cl:1][C:2]1[CH:7]=[CH:6][C:5]([C:8]2[N:12]([CH2:74][C:75]3[CH:82]=[CH:81][C:78]([C:79]#[N:80])=[CH:77][C:76]=3[F:83])[C:11]3[CH:25]=[C:26]([F:30])[C:27]([F:29])=[CH:28][C:10]=3[N:9]=2)=[C:4]([O:31][CH3:32])[CH:3]=1. Reported procedure: The title compound was prepared in analogy to Example 19, intermediate b, from 2-(4-chloro-2-methoxy-phenyl)-5,6-difluoro-1H-benzoimidazole (Example 19, intermediate c) and 4-bromomethyl-3-fluoro-benzonitrile (CAS Reg. No. 105942-09-4). Brown sticky solid (31%). MS (Turbo Spray): m/z=428.2 (M+H).